From a dataset of the Open Reaction Database (ORD), a public repository of structured organic reaction records. describe an organic reaction: reactants, conditions, products, and yield Starting materials: CC(C)C(=O)Cl, CS(=O)(=O)c1ccc(Oc2ncnc3c2cnn3C2CCNCC2)cc1, O=C(O)C(F)(F)F, O. Yields the product CC(C)C(=O)N1CCC(n2ncc3c(Oc4ccc(S(C)(=O)=O)cc4)ncnc32)CC1. As a reaction SMILES: [C:34]([CH:35]([CH3:36])[CH3:37])(=[O:38])[Cl:39].[CH3:8][S:9](=[O:10])(=[O:11])[c:12]1[cH:13][cH:14][c:15]([O:16][c:17]2[c:18]3[c:19]([n:20][cH:21][n:22]2)[n:23]([CH:26]2[CH2:27][CH2:28][NH:29][CH2:30][CH2:31]2)[n:24][cH:25]3)[cH:32][cH:33]1.[F:1][C:2]([F:3])([F:4])[C:5]([OH:6])=[O:7].[OH2:40]>>[CH3:8][S:9](=[O:10])(=[O:11])[c:12]1[cH:13][cH:14][c:15]([O:16][c:17]2[c:18]3[c:19]([n:20][cH:21][n:22]2)[n:23]([CH:26]2[CH2:27][CH2:28][N:29]([C:34]([CH:35]([CH3:36])[CH3:37])=[O:38])[CH2:30][CH2:31]2)[n:24][cH:25]3)[cH:32][cH:33]1. Starting materials: C1(=CC=CC=C1)CCCCCCCCCC=O (10-phenyldecanal), C(C=C)[Mg]Br (allyl magnesium bromide), ice, S(O)(O)(=O)=O (sulfuric acid). Solvent: C(C)OCC (diethyl ether), O1CCCC1 (tetrahydrofuran). Run at time 1 hour. Yields the product C1(=CC=CC=C1)CCCCCCCCCC(CC=C)O (13-phenyl-1-tridecen-4-ol). Yield: 30.0%. As a reaction SMILES: [CH2:1]([Mg]Br)[CH:2]=[CH2:3].[C:6]1([CH2:12][CH2:13][CH2:14][CH2:15][CH2:16][CH2:17][CH2:18][CH2:19][CH2:20][CH:21]=[O:22])[CH:11]=[CH:10][CH:9]=[CH:8][CH:7]=1.S(=O)(=O)(O)O>C(OCC)C.O1CCCC1>[C:6]1([CH2:12][CH2:13][CH2:14][CH2:15][CH2:16][CH2:17][CH2:18][CH2:19][CH2:20][CH:21]([OH:22])[CH2:3][CH:2]=[CH2:1])[CH:11]=[CH:10][CH:9]=[CH:8][CH:7]=1. Reported procedure: To a cooled solution of 1M allyl magnesium bromide in diethyl ether was added dropwise, under nitrogen, a solution of 18.2 g of 10-phenyldecanal (prepared as in Step 1) in 200 ml of dry tetrahydrofuran. The reaction mixture was stirred at about 5° for 15 minutes, at room temperature for 1 hour, and then at reflux for 15 minutes. The reaction mixture was cooled to room temperature and poured into a mixture of 400 g of ice and 40 ml of 9M sulfuric acid. Upon standing the mixture separated into aqu... Reaction SMILES: FC(F)C1C=CC([C@@H](NCCC2(O)CCC3(OCC(C)(C)CO3)CC2)C)=CC=1.ClC(Cl)(OC(=O)OC(Cl)(Cl)Cl)Cl.[F:41][CH:42]([F:70])[C:43]1[CH:48]=[CH:47][C:46]([C@@H:49]([N:51]2[CH2:56][CH2:55][C:54]3([CH2:68][CH2:67][C:59]4(OCC(C)(C)C[O:60]4)[CH2:58][CH2:57]3)[O:53][C:52]2=[O:69])[CH3:50])=[CH:45][CH:44]=1>>[F:70][CH:42]([F:41])[C:43]1[CH:48]=[CH:47][C:46]([C@@H:49]([N:51]2[CH2:56][CH2:55][C:54]3([CH2:68][CH2:67][C:59](=[O:60])[CH2:58][CH2:57]3)[O:53][C:52]2=[O:69])[CH3:50])=[CH:45][CH:44]=1. The product is FC(C1=CC=C(C=C1)[C@H](C)N1C(OC2(CC1)CCC(CC2)=O)=O)F (3-[(S)-1-(4-Difluoromethyl-phenyl)-ethyl]-1-oxa-3-aza-spiro[5.5]undecane-2,9-dione). Procedure: The title compound is prepared from 9-{2-[(S)-1-(4-difluoromethyl-phenyl)-ethylamino]-ethyl}-3,3-dimethyl-1,5-dioxa-spiro[5.5]undecan-9-ol and triphosgene following a procedure analogous to that described in Step 4 of Intermediate 2; the crude product, a mixture of the title compound and 3-[(S)-1-(4-difluoromethyl-phenyl)-ethyl]-12,12-dimethyl-1,10,14-trioxa-3-aza-dispiro[5.2.5.2]hexadecan-2-one, obtained thereafter is treated as described in Step 10 of Intermediate 2 to convert the intermediate... Reactants: FC(C1=CC=C(C=C1)[C@H](C)NCCC1(CCC2(OCC(CO2)(C)C)CC1)O)F (9-{2-[(S)-1-(4-difluoromethyl-phenyl)-ethylamino]-ethyl}-3,3-dimethyl-1,5-dioxa-spiro[5.5]undecan-9-ol), ClC(Cl)(OC(OC(Cl)(Cl)Cl)=O)Cl (triphosgene), crude product, FC(C1=CC=C(C=C1)[C@H](C)N1C(OC2(CC1)CCC1(OCC(CO1)(C)C)CC2)=O)F (3-[(S)-1-(4-difluoromethyl-phenyl)-ethyl]-12,12-dimethyl-1,10,14-trioxa-3-aza-dispiro[5.2.5.2]hexadecan-2-one), Intermediate 2, Intermediate 2. Starting materials: C(C1=CC=CC=C1)(C1=CC=CC=C1)NC(P(O)O)C1=CNC2=CC=CC=C12 (1-benzhydrylamino-1-(indol-3-yl)-methanephosphonous acid), C(C1=CC=CC=C1)(C1=CC=CC=C1)NC(C(C)C)P(O)O (1-benzhydrylamino-2-methylpropanephosphonous acid). The product is NC(P(O)O)C1=CNC2=CC=CC=C12 (1-amino-1-(indol-3-yl)-methanephosphonous acid). Reaction SMILES: C([NH:14][CH:15]([C:19]1[C:27]2[C:22](=[CH:23][CH:24]=[CH:25][CH:26]=2)[NH:21][CH:20]=1)[P:16]([OH:18])[OH:17])(C1C=CC=CC=1)C1C=CC=CC=1.C(NC(P(O)O)C(C)C)(C1C=CC=CC=1)C1C=CC=CC=1>>[NH2:14][CH:15]([C:19]1[C:27]2[C:22](=[CH:23][CH:24]=[CH:25][CH:26]=2)[NH:21][CH:20]=1)[P:16]([OH:17])[OH:18]. Procedure: The procedure described in Example 36B was repeated using DL-1-benzhydrylamino-1-(indol-3-yl)-methanephosphonous acid instead of DL-1-benzhydrylamino-2-methylpropanephosphonous acid to give DL-1-amino-1-(indol-3-yl)-methanephosphonous acid. Reactants: C(C)N1C(CCC1)CNC(C1=C(C=C(C(=C1)N)C)OC)=O (N-(1-ethyl-2-pyrrolidinylmethyl)-2-methoxy-4-methyl-5-aminobenzamide), C(C)(C)(C)NS(=O)(=O)Cl (t-butylaminosulfonyl chloride), C(O)([O-])=O.[Na+] (sodium hydrogencarbonate). Solvent: C(C)N(CC)CC (triethylamine), C(Cl)Cl (methylene chloride), C(Cl)Cl (methylene chloride), C(Cl)Cl (methylene chloride). Yields the product C(C)N1C(CCC1)CNC(C1=C(C=C(C(=C1)NS(=O)(=O)NC(C)(C)C)C)OC)=O (N-(1-ethyl-2-pyrrolidinylmethyl)-2-methoxy-4-methyl-5-t-butylaminosulfonamidobenzamide). The yield is 68.3%. Reaction SMILES: [CH2:1]([N:3]1[CH2:7][CH2:6][CH2:5][CH:4]1[CH2:8][NH:9][C:10](=[O:21])[C:11]1[CH:16]=[C:15]([NH2:17])[C:14]([CH3:18])=[CH:13][C:12]=1[O:19][CH3:20])[CH3:2].[C:22]([NH:26][S:27](Cl)(=[O:29])=[O:28])([CH3:25])([CH3:24])[CH3:23].C(=O)([O-])O.[Na+]>C(Cl)Cl.C(N(CC)CC)C>[CH2:1]([N:3]1[CH2:7][CH2:6][CH2:5][CH:4]1[CH2:8][NH:9][C:10](=[O:21])[C:11]1[CH:16]=[C:15]([NH:17][S:27]([NH:26][C:22]([CH3:25])([CH3:24])[CH3:23])(=[O:29])=[O:28])[C:14]([CH3:18])=[CH:13][C:12]=1[O:19][CH3:20])[CH3:2] |f:2.3|. Reported procedure: To a mixture of N-(1-ethyl-2-pyrrolidinylmethyl)-2-methoxy-4-methyl-5-aminobenzamide (1.0 g), dry methylene chloride (20 ml), and triethylamine (693 mg) is added dropwise a mixture of t-butylaminosulfonyl chloride (707 mg) and methylene chloride (5 ml) with ice cooling and stirring. After stirring for 15 minutes, the reaction mixture is mixed with aqueous sodium hydrogencarbonate and shaken with methylene chloride. The organic layer is washed with water, dried over sodium sulfate, and evaporated... The reactants are COC1=CC(=NC(=N1)N1CCOCC1)Cl (6-methoxy-2-morpholino-4-chloropyrimidine), N1CCNCC1 (piperazine). Run in N1=CC=CC=C1 (pyridine). Product: COC1=CC(=NC(=N1)N1CCOCC1)N1CCNCC1 (6-Methoxy-2-morpholino-4-(1-piperazinyl)pyrimidine). As a reaction SMILES: [CH3:1][O:2][C:3]1[N:8]=[C:7]([N:9]2[CH2:14][CH2:13][O:12][CH2:11][CH2:10]2)[N:6]=[C:5](Cl)[CH:4]=1.[NH:16]1[CH2:21][CH2:20][NH:19][CH2:18][CH2:17]1>N1C=CC=CC=1>[CH3:1][O:2][C:3]1[N:8]=[C:7]([N:9]2[CH2:14][CH2:13][O:12][CH2:11][CH2:10]2)[N:6]=[C:5]([N:16]2[CH2:21][CH2:20][NH:19][CH2:18][CH2:17]2)[CH:4]=1. Procedure details: A solution of 2,4,6-trichloropyrimidine (55 g), methanol (50 ml) and collidine (50 g) is heated in dry tetrahydrofuran (400 ml) for 48 hr. Ether is added and the precipitate is collected. The precipitate is column chromatographed on silica gel to give 6-methoxy-2,4-dichloropyrimidine. This product is mixed with morpholine in THF and stirred at 20°-25° to give 6-methoxy-2-morpholino-4-chloropyrimidine. The 6-methoxy-2-morpholino-4-chloropyrimidine is heated with piperazine in pyridine at 60° for ...